From a dataset of the Open Reaction Database (ORD), a public repository of structured organic reaction records. describe an organic reaction: reactants, conditions, products, and yield The reactants are C(C1=CC=CC=C1)OC(=O)NC1C(N(C2=C(C(=N1)C1CCCCC1)C=CC=C2)C)=O (3(R,S)-[(benzyloxycarbonyl)amino]-5-cyclohexyl-1,3-dihydro-1-methyl-2H-1,4-benzodiazepin-2-one). Run in CC(=O)OCC1=C2C=CC=CC2=C(C3=CC=CC=C31)COC(=O)C (acetic), C(C)OCC (diethyl ether). Conditions: time 1 hour. Product: NC1C(N(C2=C(C(=N1)C1CCCCC1)C=CC=C2)C)=O (3(R,S)-Amino-5-cyclohexyl-1,3-dihydro-1-methyl-2H-1,4-benzodiazepin-2-one). Isolated yield 79.7%. Reaction SMILES: C(OC([NH:11][CH:12]1[N:18]=[C:17]([CH:19]2[CH2:24][CH2:23][CH2:22][CH2:21][CH2:20]2)[C:16]2[CH:25]=[CH:26][CH:27]=[CH:28][C:15]=2[N:14]([CH3:29])[C:13]1=[O:30])=O)C1C=CC=CC=1>CC(OCC1C2C(=CC=CC=2)C(COC(C)=O)=C2C=1C=CC=C2)=O.C(OCC)C>[NH2:11][CH:12]1[N:18]=[C:17]([CH:19]2[CH2:20][CH2:21][CH2:22][CH2:23][CH2:24]2)[C:16]2[CH:25]=[CH:26][CH:27]=[CH:28][C:15]=2[N:14]([CH3:29])[C:13]1=[O:30]. Procedure details: A mixture of 3(R,S)-[(benzyloxycarbonyl)amino]-5-cyclohexyl-1,3-dihydro-1-methyl-2H-1,4-benzodiazepin-2-one (3.0 g) and hydrobromic add (45% in acetic add, 6.2 ml) was stirred for 1 h at room temperature under an atmosphere of nitrogen. The mixture was then diluted with cold anhydrous diethyl ether (40 ml) and stirred at 0° C. for 45 min. The white precipitate was collected by filtration, washed with cold diethyl ether (4×30 ml) and then dissolved in a mixture of water (30 ml) and aq. sodium hyd...